The task is: describe an organic reaction: reactants, conditions, products, and yield. This data is from the Open Reaction Database (ORD), a public repository of structured organic reaction records. The reactants are C1(NCC2=CC=CC=C12)C1=C(C=CC(=C1)F)O ((±)-2-(2,3-dihydro-1H-isoindol-1-yl)-4-fluoro-phenol), CCN(C(C)C)C(C)C (DIPEA), ClC(=O)OCC1=CC=CC=C1 (benzyl chloroformate). Solvent: C(Cl)Cl (DCM). Run at time 3 hour. The product is C(C1=CC=CC=C1)OC(=O)N1C(C2=CC=CC=C2C1)C1=C(C=CC(=C1)F)O ((±)-1-(5-fluoro-2-hydroxy-phenyl)-1,3-dihydro-isoindole-2-carboxylic acid benzyl ester). RXN SMILES: [CH:1]1([C:10]2[CH:15]=[C:14]([F:16])[CH:13]=[CH:12][C:11]=2[OH:17])[C:9]2[C:4](=[CH:5][CH:6]=[CH:7][CH:8]=2)[CH2:3][NH:2]1.CCN(C(C)C)C(C)C.Cl[C:28]([O:30][CH2:31][C:32]1[CH:37]=[CH:36][CH:35]=[CH:34][CH:33]=1)=[O:29]>C(Cl)Cl>[CH2:31]([O:30][C:28]([N:2]1[CH2:3][C:4]2[C:9](=[CH:8][CH:7]=[CH:6][CH:5]=2)[CH:1]1[C:10]1[CH:15]=[C:14]([F:16])[CH:13]=[CH:12][C:11]=1[OH:17])=[O:29])[C:32]1[CH:37]=[CH:36][CH:35]=[CH:34][CH:33]=1. Procedure details: To an-ice cooled solution of (±)-2-(2,3-dihydro-1H-isoindol-1-yl)-4-fluoro-phenol (13 mg, 0.055 mmol, 1.00 eq.) and DIPEA (37 μL, 0.218 mmol, 4.00 eq.) in DCM (2 mL), benzyl chloroformate (8 μL, 0.057 mmol, 1.05 eq.) was added dropwise. Upon completion of the addition, the cooling bath was removed and the solution was stirred at r.t. for 3 hours. The reaction was quenched with 1M aq. citric acid soln. (5 mL). The layers were separated. The aq. phase was extracted with DCM (3×2 mL). The comb. org... Reactants: CN(C=1C=C(C(=O)O)C=C(C1)\C=C\C1=CC(=C(C(=C1)C)OCOC)C)C ((E)-3-(dimethylamino)-5-(4-(methoxymethoxy)-3,5-dimethylstyryl)benzoic acid), C1CCC(CC1)N=C=NC2CCCCC2 (DCC), FC1=CC=C(C=C1)S (4-fluorobenzenethiol). The reagents and catalysts are CN(C)C=1C=CN=CC1 (DMAP). Solvent: C(Cl)Cl (DCM). Run at time 18 hour. The product is CN(C=1C=C(C(SC2=CC=C(C=C2)F)=O)C=C(C1)\C=C\C1=CC(=C(C(=C1)C)OCOC)C)C ((E)-S-4-fluorophenyl 3-(dimethylamino)-5-(4-(methoxymethoxy)-3,5-dimethylstyryl)benzothioate). As a reaction SMILES: [CH3:1][N:2]([CH3:26])[C:3]1[CH:4]=[C:5]([CH:9]=[C:10](/[CH:12]=[CH:13]/[C:14]2[CH:19]=[C:18]([CH3:20])[C:17]([O:21][CH2:22][O:23][CH3:24])=[C:16]([CH3:25])[CH:15]=2)[CH:11]=1)[C:6]([OH:8])=O.C1CCC(N=C=NC2CCCCC2)CC1.[F:42][C:43]1[CH:48]=[CH:47][C:46]([SH:49])=[CH:45][CH:44]=1>C(Cl)Cl.CN(C1C=CN=CC=1)C>[CH3:1][N:2]([CH3:26])[C:3]1[CH:4]=[C:5]([CH:9]=[C:10](/[CH:12]=[CH:13]/[C:14]2[CH:15]=[C:16]([CH3:25])[C:17]([O:21][CH2:22][O:23][CH3:24])=[C:18]([CH3:20])[CH:19]=2)[CH:11]=1)[C:6](=[O:8])[S:49][C:46]1[CH:47]=[CH:48][C:43]([F:42])=[CH:44][CH:45]=1. Reported procedure: To a solution of Compound 5 (80 mg, 0.225 mmol) in DCM (3 mL) were added DCC (70 mg, 0.338 mmol), DMAP (5.5 mg, 0.045 mmol), and 4-fluorobenzenethiol (37 μL, 0.338 mmol) at room temperature. The reaction mixture was stirred overnight (about 18 hours) and filtered through Celite. The filtrate was washed with brine, and dried with Na2SO4. The solution was filtered and concentrated. The residue was subjected to chromatography over silica gel (Hexanes/EtOAc=8/1) to give (E)-S-4-fluorophenyl 3-(dimet... Reactants: CN(C)C=O, ClCCl, CC(NC(=O)OCc1ccccc1)c1ccc(C(=O)O)cc1N=[N+]=[N-], O=S(Cl)Cl. Product: CC(NC(=O)OCc1ccccc1)c1ccc(C(=O)Cl)cc1N=[N+]=[N-]. RXN SMILES: [CH3:5][N:6]([CH3:7])[CH:8]=[O:9].[Cl:35][CH2:36][Cl:37].[N:10](=[N+:11]=[N-:12])[c:13]1[cH:14][c:15]([C:16](=[O:17])[OH:18])[cH:19][cH:20][c:21]1[CH:22]([CH3:23])[NH:24][C:25](=[O:26])[O:27][CH2:28][c:29]1[cH:30][cH:31][cH:32][cH:33][cH:34]1.[S:1]([Cl:2])([Cl:3])=[O:4]>>[Cl:3][C:16]([c:15]1[cH:14][c:13]([N:10]=[N+:11]=[N-:12])[c:21]([CH:22]([CH3:23])[NH:24][C:25](=[O:26])[O:27][CH2:28][c:29]2[cH:30][cH:31][cH:32][cH:33][cH:34]2)[cH:20][cH:19]1)=[O:17]. Reactants: S(=O)(=O)(C(F)(F)F)OS(=O)(=O)C(F)(F)F (Triflic anhydride), N1=CC=CC=C1 (pyridine), C(C1=CC=CC=C1)C(C(=O)O)(CCCC)O (Benzyl 2-hydroxyhexanoic acid). Run in C(Cl)Cl (methylene chloride), C(Cl)Cl (methylene chloride). Reaction conditions: time 1 hour. Product: C(C1=CC=CC=C1)C(C(=O)O)(CCCC)OS(=O)(=O)C(F)(F)F (benzyl 2-(trifluoromethanesuifonylhydroxy)hexanoic acid). Yield: 84.2%. Reaction SMILES: [S:1]([O:8]S(C(F)(F)F)(=O)=O)([C:4]([F:7])([F:6])[F:5])(=[O:3])=[O:2].N1C=CC=CC=1.[CH2:22]([C:29](O)([CH2:33][CH2:34][CH2:35][CH3:36])[C:30]([OH:32])=[O:31])[C:23]1[CH:28]=[CH:27][CH:26]=[CH:25][CH:24]=1>C(Cl)Cl>[CH2:22]([C:29]([O:8][S:1]([C:4]([F:7])([F:6])[F:5])(=[O:3])=[O:2])([CH2:33][CH2:34][CH2:35][CH3:36])[C:30]([OH:32])=[O:31])[C:23]1[CH:28]=[CH:27][CH:26]=[CH:25][CH:24]=1. Procedure: Triflic anhydride (71 mmoles, 20 g) was added at -27° C. to a solution of pyridine (74 mmoles, 5.9 g) in 150 ml methylene chloride with vigorous stirring. The solution was warmed to room temperature. Benzyl 2-hydroxyhexanoic acid (57 mmoles, 12.65 g) in 15 ml methylene chloride was added over 2 minutes. The solution was stirred for 1 hour and filtered. The filtrate was concentrated, filtered through silica gel eluted with hexane, and evaporated to yield 17.0 g of benzyl 2-(trifluoromethanesuifon... Starting materials: N1([C@H](C(=O)N[C@H](CC2=CC=CC=C2)C(=O)N[C@@H](CC2=CC=CC=C2)C(=O)NCC(=O)N[C@@H](CC(C)C)C(=O)N[C@@H](CCSC)C(=O)N)CCC1)C(=O)OC(C)(C)C (BocPro-DPhe-Phe-Gly-Leu-MetNH2), Cl (hydrogen chloride). Run in C(C)(=O)O (acetic acid). The product is N1[C@H](C(=O)N[C@H](CC2=CC=CC=C2)C(=O)N[C@@H](CC2=CC=CC=C2)C(=O)NCC(=O)N[C@@H](CC(C)C)C(=O)N[C@@H](CCSC)C(=O)N)CCCC1 (HPro-DPhe-Phe-Gly-Leu-MetNH2). As a reaction SMILES: [N:1]1([C:51](OC(C)(C)C)=O)[CH2:50][CH2:49][CH2:48][C@H:2]1[C:3]([NH:5][C@@H:6]([C:14]([NH:16][C@H:17]([C:25]([NH:27][CH2:28][C:29]([NH:31][C@H:32]([C:37]([NH:39][C@H:40]([C:45]([NH2:47])=[O:46])[CH2:41][CH2:42][S:43][CH3:44])=[O:38])[CH2:33][CH:34]([CH3:36])[CH3:35])=[O:30])=[O:26])[CH2:18][C:19]1[CH:24]=[CH:23][CH:22]=[CH:21][CH:20]=1)=[O:15])[CH2:7][C:8]1[CH:13]=[CH:12][CH:11]=[CH:10][CH:9]=1)=[O:4].Cl>C(O)(=O)C>[NH:1]1[CH2:51][CH2:50][CH2:49][CH2:48][C@H:2]1[C:3]([NH:5][C@@H:6]([C:14]([NH:16][C@H:17]([C:25]([NH:27][CH2:28][C:29]([NH:31][C@H:32]([C:37]([NH:39][C@H:40]([C:45]([NH2:47])=[O:46])[CH2:41][CH2:42][S:43][CH3:44])=[O:38])[CH2:33][CH:34]([CH3:36])[CH3:35])=[O:30])=[O:26])[CH2:18][C:19]1[CH:24]=[CH:23][CH:22]=[CH:21][CH:20]=1)=[O:15])[CH2:7][C:8]1[CH:13]=[CH:12][CH:11]=[CH:10][CH:9]=1)=[O:4]. Procedure: Condensation of BocPro-DPhe-PheNHNH2 (1.98 g.) and HGly-Leu-MetNH2 hydrochloride salt (Example 7, 1.3 g.) by the acyl azide method (Yajima et al., Chem. Pharm. Bull., vol. 19, p. 1900, 1971) gave BocPro-DPhe-Phe-Gly-Leu-MetNH2 in 82% yield. De-t-butoxycarbonylation of BocPro-DPhe-Phe-Gly-Leu-MetNH2 (1.8 g.) using hydrogen chloride in acetic acid gave HPro-DPhe-Phe-Gly-Leu-MetNH2, which was isolated as the amorphous white solid phosphate (1:1) salt monohydrate in 59% yield. The reactants are Cl.COC=1C(=CC2=C(C(=NO2)C2CCN(CC2)CCCCOC2=CC=C3CCC(NC3=C2)=O)C1)OC (7-[4-(4-(5,6-dimethoxy-benzisoxazolyl)-1-piperidinyl)-n-butoxy]-3,4-dihydro-2(1H)-quinolinone hydrochloride), Br (HBr). The product is Br.OC=1C=CC2=C(C(=NO2)C2CCNCC2)C1 (5-hydroxy-3-(4-piperidinyl)-1,2-benzisoxazole hydrobromide). As a reaction SMILES: Cl.C[O:3][C:4]1[C:5](OC)=[CH:6][C:7]2[O:11][N:10]=[C:9]([CH:12]3[CH2:17][CH2:16][N:15](CCCCOC4C=C5C(CCC(=O)N5)=CC=4)[CH2:14][CH2:13]3)[C:8]=2[CH:34]=1.[BrH:37]>>[BrH:37].[OH:3][C:4]1[CH:5]=[CH:6][C:7]2[O:11][N:10]=[C:9]([CH:12]3[CH2:13][CH2:14][NH:15][CH2:16][CH2:17]3)[C:8]=2[CH:34]=1 |f:0.1,3.4|. Procedure: 2.1 g of 1-acetyl-4-(5,6-dimethoxy-1,2-benzisoxazolyl)piperidine obtained in Example 20 and 25 ml of 48% HBr solution react at reflux for 4 hours, and at room temperature for 10 hours to precipitate a white deposit. The deposit is filtered out and recrystallized in methanol-diethyl ether to obtain 1.0 g of 5-hydroxy-3-(4-piperidinyl)-1,2-benzisoxazole hydrobromide, which is used according to step 4 in Example 13 to obtain 7-[4-(4-(5,6-dihydroxy-benzisoxazolyl)-1-piperidinyl)-n-butoxy]-3,4-dihydr... Starting materials: C1(CC1)COC1=CC=C(N=N1)N (6-cyclopropylmethoxypyridazin-3-amine), BrCC(=O)C1=CC=C(C=C1)OCC (2-bromo-1-(4-ethoxyphenyl)ethanone), C(O)([O-])=O.[Na+] (Sodium hydrogen carbonate). Solvent: C(C)O (ethanol). Run at time 3 hour. Yields the product C(C)OC1=CC=C(C=C1)C1=NC=2N(N(C(=CC2)OCCC)C)C1 (2-(4-Ethoxyphenyl)-5-methyl-6-propoxyimidazo[1,2-b]pyridazine). RXN SMILES: [CH:1]1([CH2:4][O:5][C:6]2[N:11]=[N:10][C:9]([NH2:12])=[CH:8][CH:7]=2)[CH2:3]C1.Br[CH2:14][C:15]([C:17]1[CH:22]=[CH:21][C:20]([O:23][CH2:24][CH3:25])=[CH:19][CH:18]=1)=O.[C:26](=O)([O-])O.[Na+]>C(O)C>[CH2:24]([O:23][C:20]1[CH:21]=[CH:22][C:17]([C:15]2[CH2:14][N:10]3[N:11]([CH3:26])[C:6]([O:5][CH2:4][CH2:1][CH3:3])=[CH:7][CH:8]=[C:9]3[N:12]=2)=[CH:18][CH:19]=1)[CH3:25] |f:2.3|. Reported procedure: A stirred mixture of 6-cyclopropylmethoxypyridazin-3-amine (165 mg, 1 mmol), 2-bromo-1-(4-ethoxyphenyl)ethanone (243 mg, 1 mmol) and ethanol (10 mL) was heated under reflux for 3 hours. Sodium hydrogen carbonate (84 mg, 1 mmol) was added and the refluxing was continued for another 3 hours. The mixture was evaporated. The residue was extracted with chloroform (50 mL) and the extract washed with saturated, aqueous, sodium chloride solution (50 mL), dried (MgSO4) and evaporated. The residue was pur... Reactants: Br, COc1cccc2c(=O)n3nc(C(=O)O)cc3[nH]c12, CC(=O)O, O. The product is O=C(O)c1cc2[nH]c3c(O)cccc3c(=O)n2n1. Reaction SMILES: [BrH:20].[CH3:1][O:2][c:3]1[cH:4][cH:5][cH:6][c:7]2[c:8](=[O:19])[n:9]3[c:10]([nH:11][c:12]12)[cH:13][c:14]([C:16](=[O:17])[OH:18])[n:15]3.[CH3:21][C:22](=[O:23])[OH:24].[OH2:25]>>[OH:2][c:3]1[cH:4][cH:5][cH:6][c:7]2[c:8](=[O:19])[n:9]3[c:10]([nH:11][c:12]12)[cH:13][c:14]([C:16](=[O:17])[OH:18])[n:15]3. Reactants: C(C)(C)(C)OC(CC(C[C@@H](COC(C1=CC=CC=C1)=O)O)O)=O ((5S)-6-benzoyloxy-3,5-dihydroxyhexanoic tert-butyl ester), C(O)([O-])=O.[Na+] (sodium hydrogen carbonate), COC(C)(C)OC (2,2-dimethoxypropane), p-toluenesulfonic acid-1H2O. Solvent: C(Cl)Cl (methylene chloride). Run at temperature 20 celsius, time 4 hour. Yields the product C(C)(C)(C)OC(C[C@@H]1OC(O[C@@H](C1)COC(C1=CC=CC=C1)=O)(C)C)=O (2-[(4R,6S)-2,2-dimethyl-6-benzoyloxymethyl-1,3-dioxan-4-yl]acetic tert-butyl ester). The yield is 72.0%. Reaction SMILES: [C:1]([O:5][C:6](=[O:23])[CH2:7][CH:8]([OH:22])[CH2:9][C@H:10]([OH:21])[CH2:11][O:12][C:13](=[O:20])[C:14]1[CH:19]=[CH:18][CH:17]=[CH:16][CH:15]=1)([CH3:4])([CH3:3])[CH3:2].CO[C:26](OC)([CH3:28])[CH3:27].C(=O)([O-])O.[Na+]>C(Cl)Cl>[C:1]([O:5][C:6](=[O:23])[CH2:7][C@H:8]1[CH2:9][C@@H:10]([CH2:11][O:12][C:13](=[O:20])[C:14]2[CH:15]=[CH:16][CH:17]=[CH:18][CH:19]=2)[O:21][C:26]([CH3:28])([CH3:27])[O:22]1)([CH3:4])([CH3:2])[CH3:3] |f:2.3|. Procedure details: To a solution composed of 8.94 g (27.6 mmol) of (5S)-6-benzoyloxy-3,5-dihydroxyhexanoic tert-butyl ester produced in Example 15, 35.8 mL of 2,2-dimethoxypropane, and 2.5 mL of methylene chloride was added 269 mg (1.4 mmol) of p-toluenesulfonic acid-1H2O, and the mixture was stirred at 20° C. for 4 hours, after which 500 mL of saturated sodium hydrogen carbonate solution was added. The aqueous layer was separated and further extracted with 2 portions of methylene chloride, 20 mL each, and the org... Yields the product S([C@H]1[C@H](O)[C@@H](O)[C@@H](O)[C@H](O1)CO)C1C(CCCC1)NC(C)=O (2-acetamidocyclohexyl 1-thio-β-D-galactopyranoside), C2. Reported procedure: Alternatively, compound 9 is reductively aminated with ammonium acetate and sodium cyanoborohydride to provide for intermediate 11 which, upon removal of the lauroyl groups, affords 2-aminocyclohexyl 1-thio-β-D-galactopyranoside, B2. Compound B2 can then be acylated with acetic anhydride to give 2-acetamidocyclohexyl 1-thio-β-D-galactopyranoside, C2. Alternatively, intermediate 11 can be acylated with phthalic anhydride to provide for intermediate 12 which affords 2-(2-carboxybenzamidocyclohexyl... Starting materials: S([C@H]1[C@H](O)[C@@H](O)[C@@H](O)[C@H](O1)CO)C1C(CCCC1)N (2-aminocyclohexyl 1-thio-β-D-galactopyranoside), C(C)(=O)OC(C)=O (acetic anhydride). As a reaction SMILES: [S:1]([CH:13]1[CH2:18][CH2:17][CH2:16][CH2:15][CH:14]1[NH2:19])[C@@H:2]1[O:10][C@H:9]([CH2:11][OH:12])[C@H:7]([OH:8])[C@H:5]([OH:6])[C@H:3]1[OH:4].[C:20](OC(=O)C)(=[O:22])[CH3:21]>>[S:1]([CH:13]1[CH2:18][CH2:17][CH2:16][CH2:15][CH:14]1[NH:19][C:20](=[O:22])[CH3:21])[C@@H:2]1[O:10][C@H:9]([CH2:11][OH:12])[C@H:7]([OH:8])[C@H:5]([OH:6])[C@H:3]1[OH:4].